From a dataset of the Open Reaction Database (ORD), a public repository of structured organic reaction records. describe an organic reaction: reactants, conditions, products, and yield Starting materials: B(Br)(Br)Br (Boron tribromide), solution, COC1=CC=C(C=C1)C=1C2=C(NN1)C1=C(S2)C=CC=C1 (3-(4-methoxyphenyl)-1H-benzothieno[3,2-c]pyrazole). The solvent is ClCCl (dichloromethane), ClCCl (dichloromethane). Yields the product OC1=CC=C(C=C1)C=1C2=C(NN1)C1=C(S2)C=CC=C1 (3-(4-hydroxyphenyl)-1H-[1]benzothieno[3,2-c]pyrazole). Reaction SMILES: B(Br)(Br)Br.C[O:6][C:7]1[CH:12]=[CH:11][C:10]([C:13]2[C:14]3[S:20][C:19]4[CH:21]=[CH:22][CH:23]=[CH:24][C:18]=4[C:15]=3[NH:16][N:17]=2)=[CH:9][CH:8]=1>ClCCl>[OH:6][C:7]1[CH:8]=[CH:9][C:10]([C:13]2[C:14]3[S:20][C:19]4[CH:21]=[CH:22][CH:23]=[CH:24][C:18]=4[C:15]=3[NH:16][N:17]=2)=[CH:11][CH:12]=1. Procedure: Boron tribromide (3.0 ml of a 1.0M solution in dichloromethane) was added to a solution of the product from Example 60 (210 mg) in dichloromethane (10 ml) at −78° C. under nitrogen with stirring. The mixture was allowed to warm to ambient temperature slowly, and after stirring at this temperature for 2 days the mixture was quenched by the addition of aqueous ammonium chloride solution. The organic layer was separated, dried and evaporated to give a residue which was purified by flash column chro... Conditions: temperature 90 celsius. Run in CC(C)O (IPA), CCOC(=O)C (EtOAc). As a reaction SMILES: [F:1][C:2]1[CH:3]=[CH:4][C:5]2[N:9]=[C:8]([C@@H:10]([NH2:12])[CH3:11])[N:7]([C:13]3[CH:14]=[N:15][CH:16]=[CH:17][CH:18]=3)[C:6]=2[CH:19]=1.[NH2:20][C:21]1[C:26]([C:27]#[N:28])=[C:25](Cl)[N:24]=[CH:23][N:22]=1.CCN(C(C)C)C(C)C>CC(O)C.CCOC(C)=O>[NH2:20][C:21]1[C:26]([C:27]#[N:28])=[C:25]([NH:12][C@H:10]([C:8]2[N:7]([C:13]3[CH:14]=[N:15][CH:16]=[CH:17][CH:18]=3)[C:6]3[CH:19]=[C:2]([F:1])[CH:3]=[CH:4][C:5]=3[N:9]=2)[CH3:11])[N:24]=[CH:23][N:22]=1. Reactants: FC=1C=CC2=C(N(C(=N2)[C@H](C)N)C=2C=NC=CC2)C1 ((S)-1-(6-fluoro-1-pyridin-3-yl-1H-benzoimidazol-2-yl)ethylamine), NC1=NC=NC(=C1C#N)Cl (4-amino-6-chloropyrimidine-5-carbonitrile), CCN(C(C)C)C(C)C (DIPEA). The product is NC1=NC=NC(=C1C#N)N[C@@H](C)C1=NC2=C(N1C=1C=NC=CC1)C=C(C=C2)F (4-Amino-6-[(S)-1-(6-fluoro-1-pyridin-3-yl-1H-benzoimidazol-2-yl)-ethylamino]-pyrimidine-5-carbonitrile), solid. Reported procedure: A mixture of (S)-1-(6-fluoro-1-pyridin-3-yl-1H-benzoimidazol-2-yl)ethylamine (80 mg, 0.31 mmol), 4-amino-6-chloropyrimidine-5-carbonitrile (51 mg, 0.33 mmol) and DIPEA (0.16 mL, 0.93 mmol) in IPA (0.7 mL) was heated in a sealed tube for 16 h at 90° C. After cooling to RT, the volatiles were removed under reduced pressure and the resulting residue loaded onto an Isolute® SCX-2 cartridge. The cartridge was washed with MeOH, followed by 2M NH3/MeOH. The basic fractions were combined, concentrated i... Yield: 26.0%. Reactants: ClC=1C=C(C(=O)CCC=O)C=CC1Cl (3-(3,4-dichlorobenzoyl) propionaldehyde), C(C)(=O)[O-].[NH4+] (ammonium acetate). Run in C(C)O (ethanol). Product: ClC=1C=C(C=CC1Cl)C=1NC=CC1 (2-(3,4-dichlorophenyl)pyrrole). The yield is 83.4%. RXN SMILES: [Cl:1][C:2]1[CH:3]=[C:4]([CH:11]=[CH:12][C:13]=1[Cl:14])[C:5]([CH2:7][CH2:8][CH:9]=O)=O.C([O-])(=O)C.[NH4+:19]>C(O)C>[Cl:1][C:2]1[CH:3]=[C:4]([C:5]2[NH:19][CH:9]=[CH:8][CH:7]=2)[CH:11]=[CH:12][C:13]=1[Cl:14] |f:1.2|. Procedure: To a suspension of 3-(3,4-dichlorobenzoyl) propionaldehyde (6 g, 26 mmol) in 60 mL of absolute ethanol is added ammonium acetate (4 g, 52 mmol). The reaction is refluxed for 20 minutes and allowed to cool. Most of the ethanol is rotary evaporated and 200 mL of 1:1 dichloromethane-diethyl ether along with 50 mL of water is added. The layers are separated and the organic phase is dried over sodium sulfate. Rotary evaporation yields a dark brown oil which is chromatographed over silica gel using 3:... Reactants: CCO, Cc1cc(NC2CCN(C(=O)OC(C)(C)C)CC2)c([N+](=O)[O-])cc1F, NN, O. The product is Cc1cc(NC2CCN(C(=O)OC(C)(C)C)CC2)c(N)cc1F. RXN SMILES: [CH3:29][CH2:30][OH:31].[F:1][c:2]1[cH:3][c:4]([N+:23]([O-:24])=[O:25])[c:5]([NH:9][CH:10]2[CH2:11][CH2:12][N:13]([C:16](=[O:17])[O:18][C:19]([CH3:20])([CH3:21])[CH3:22])[CH2:14][CH2:15]2)[cH:6][c:7]1[CH3:8].[NH2:27][NH2:28].[OH2:26]>>[F:1][c:2]1[cH:3][c:4]([NH2:23])[c:5]([NH:9][CH:10]2[CH2:11][CH2:12][N:13]([C:16](=[O:17])[O:18][C:19]([CH3:20])([CH3:21])[CH3:22])[CH2:14][CH2:15]2)[cH:6][c:7]1[CH3:8]. The reactants are NC=1C=C2C(=CNC2=CC1)C1CCN(CC1)C (5-amino-3-(1-methyl-piperidin-4-yl)-1H-indole), C1=CC=C(C=C1)CCN=C=O (2-phenethyl isocyanate). The product is C(CC1=CC=CC=C1)NC(=O)NC=1C=C2C(=CNC2=CC1)C1CCN(CC1)C (N-phenethyl-N'-(3-(1-methylpiperidin-4-yl)-1H-indol-5-yl)urea). Yield: 64.1%. As a reaction SMILES: [NH2:1][C:2]1[CH:3]=[C:4]2[C:8](=[CH:9][CH:10]=1)[NH:7][CH:6]=[C:5]2[CH:11]1[CH2:16][CH2:15][N:14]([CH3:17])[CH2:13][CH2:12]1.[CH:18]1[CH:23]=[CH:22][C:21]([CH2:24][CH2:25][N:26]=[C:27]=[O:28])=[CH:20][CH:19]=1>>[CH2:25]([NH:26][C:27]([NH:1][C:2]1[CH:3]=[C:4]2[C:8](=[CH:9][CH:10]=1)[NH:7][CH:6]=[C:5]2[CH:11]1[CH2:16][CH2:15][N:14]([CH3:17])[CH2:13][CH2:12]1)=[O:28])[CH2:24][C:21]1[CH:22]=[CH:23][CH:18]=[CH:19][CH:20]=1. Procedure: Beginning with 15.0 mg (0.0655 mMol) 5-amino-3-(1-methyl-piperidin-4-yl)-1H-indole and 12.51 mg (0.0852 mMol) 2-phenethyl isocyanate, 15.8 mg (65%) of the title compound were recovered.